The task is: describe an organic reaction: reactants, conditions, products, and yield. This data is from the Open Reaction Database (ORD), a public repository of structured organic reaction records. Starting materials: C1COCCO1, COc1nc2ccn([Si](C(C)C)(C(C)C)C(C)C)c2cc1B(O)O, [Cl-], CC(C)(C)OC(=O)N1CC=C(OS(=O)(=O)C(F)(F)F)CC1, [Li+], [Na+], [Na+], O=C([O-])[O-], O, c1ccc(P(c2ccccc2)(c2ccccc2)[Pd](P(c2ccccc2)(c2ccccc2)c2ccccc2)(P(c2ccccc2)(c2ccccc2)c2ccccc2)P(c2ccccc2)(c2ccccc2)c2ccccc2)cc1. Product: COc1nc2ccn([Si](C(C)C)(C(C)C)C(C)C)c2cc1C1=CCN(C(=O)OC(C)(C)C)CC1. Reaction SMILES: [CH2:132]1[O:133][CH2:134][CH2:135][O:136][CH2:137]1.[CH3:1][O:2][c:3]1[c:4]([B:22]([OH:23])[OH:24])[cH:5][c:6]2[c:7]([n:8]1)[cH:9][cH:10][n:11]2[Si:12]([CH:13]([CH3:14])[CH3:15])([CH:16]([CH3:17])[CH3:18])[CH:19]([CH3:20])[CH3:21].[Cl-:32].[F:33][C:34]([F:35])([F:36])[S:37]([O:38][C:39]1=[CH:40][CH2:41][N:42]([C:45](=[O:46])[O:47][C:48]([CH3:49])([CH3:50])[CH3:51])[CH2:43][CH2:44]1)(=[O:52])=[O:53].[Li+:31].[Na+:25].[Na+:26].[O-:27][C:28](=[O:29])[O-:30].[OH2:131].[cH:54]1[cH:55][cH:56][c:57]([P:58]([Pd:59]([P:60]([c:61]2[cH:62][cH:63][cH:64][cH:65][cH:66]2)([c:67]2[cH:68][cH:69][cH:70][cH:71][cH:72]2)[c:73]2[cH:74][cH:75][cH:76][cH:77][cH:78]2)([P:79]([c:80]2[cH:81][cH:82][cH:83][cH:84][cH:85]2)([c:86]2[cH:87][cH:88][cH:89][cH:90][cH:91]2)[c:92]2[cH:93][cH:94][cH:95][cH:96][cH:97]2)[P:98]([c:99]2[cH:100][cH:101][cH:102][cH:103][cH:104]2)([c:105]2[cH:106][cH:107][cH:108][cH:109][cH:110]2)[c:111]2[cH:112][cH:113][cH:114][cH:115][cH:116]2)([c:117]2[cH:118][cH:119][cH:120][cH:121][cH:122]2)[c:123]2[cH:124][cH:125][cH:126][cH:127][cH:128]2)[cH:129][cH:130]1>>[CH3:1][O:2][c:3]1[c:4]([C:39]2=[CH:40][CH2:41][N:42]([C:45](=[O:46])[O:47][C:48]([CH3:49])([CH3:50])[CH3:51])[CH2:43][CH2:44]2)[cH:5][c:6]2[c:7]([n:8]1)[cH:9][cH:10][n:11]2[Si:12]([CH:13]([CH3:14])[CH3:15])([CH:16]([CH3:17])[CH3:18])[CH:19]([CH3:20])[CH3:21]. Starting materials: C(C)(C)(C)OC(=O)N1CCC(CC1)N1N=NC(=C1)C1=CC=CC=C1 (N-t butyloxycarbonyl-4-((4-phenyl)triazol-1-yl)piperidine), O (water), C(C1=CC=CC=C1)Br (benzyl bromide), C(C)N(C(C)C)C(C)C (ethyldiisopropylamine). Solvent: CO (methanol), C(C)OCC (diethyl ether), C(C)OCC (diethyl ether), CO (methanol), Cl (hydrogen chloride), CO (methanol), CO (methanol), Cl (hydrogen chloride). Run at time 72 hour. Yields the product C(C1=CC=CC=C1)N1CCC(CC1)N1N=NC(=C1)C1=CC=CC=C1 (1-Benzyl-4-((4-phenyl)triazol-1-yl)piperidine). Yield: 7.9%. As a reaction SMILES: C(O[C:6]([N:8]1[CH2:13][CH2:12][CH:11]([N:14]2[CH:18]=[C:17]([C:19]3[CH:24]=[CH:23][CH:22]=[CH:21][CH:20]=3)[N:16]=[N:15]2)[CH2:10][CH2:9]1)=O)(C)(C)C.C(Br)[C:26]1[CH:31]=[CH:30][CH:29]=[CH:28][CH:27]=1.C(N(C(C)C)C(C)C)C.O>C(OCC)C.CO.Cl>[CH2:6]([N:8]1[CH2:9][CH2:10][CH:11]([N:14]2[CH:18]=[C:17]([C:19]3[CH:20]=[CH:21][CH:22]=[CH:23][CH:24]=3)[N:16]=[N:15]2)[CH2:12][CH2:13]1)[C:26]1[CH:31]=[CH:30][CH:29]=[CH:28][CH:27]=1. Reported procedure: To a solution of N-t butyloxycarbonyl-4-((4-phenyl)triazol-1-yl)piperidine (2.5 g) in a 1:1 mixture of diethyl ether and methanol (10 ml) was added a solution of hydrogen chloride in methanol (10 ml, ~5 mol) and the reaction mixture was stirred at room temperature for 72 hrs. The solid was filtered off and dried then redissolved in N,N-dimethylformamide (20 ml), to which was added benzyl bromide (0.4 ml, 3.4 mmol) and ethyldiisopropylamine (0.55 ml, 3.4 mmol). The reaction mixture was stirred at... Reactants: CC(C)(C)N, CC(C)(C)O, c1cc(-c2csnn2)ccc1OCC1CO1. The product is CC(C)(C)NCC(O)COc1ccc(-c2csnn2)cc1. Reaction SMILES: [C:17]([CH3:18])([CH3:19])([CH3:20])[NH2:21].[C:22]([OH:23])([CH3:24])([CH3:25])[CH3:26].[O:1]1[CH:2]([CH2:3][O:4][c:5]2[cH:6][cH:7][c:8](-[c:11]3[n:12][n:13][s:14][cH:15]3)[cH:9][cH:10]2)[CH2:16]1>>[OH:1][CH:2]([CH2:3][O:4][c:5]1[cH:6][cH:7][c:8](-[c:11]2[n:12][n:13][s:14][cH:15]2)[cH:9][cH:10]1)[CH2:16][NH:21][C:17]([CH3:18])([CH3:19])[CH3:20]. The reactants are ClC1=CC=C(CN2C(NC(C=3NC=NC23)=O)=O)C=C1 (3-(4-chlorobenzyl)-xanthine), P12(=S)SP3(=S)SP(=S)(S1)SP(=S)(S2)S3 (phosphorus pentasulfide), [OH-].[Na+] (NaOH). Solvent: N1=CC=CC=C1 (pyridine). Conditions: temperature 10 celsius. The product is ClC1=CC=C(CN2C(NC(C=3NC=NC23)=S)=O)C=C1 (3-(4-Chlorobenzyl)-6-thioxanthine). Isolated yield 134.8%. RXN SMILES: [Cl:1][C:2]1[CH:19]=[CH:18][C:5]([CH2:6][N:7]2[C:15]3[N:14]=[CH:13][NH:12][C:11]=3[C:10](=O)[NH:9][C:8]2=[O:17])=[CH:4][CH:3]=1.P12(SP3(SP(SP(S3)(S1)=S)(=S)S2)=S)=[S:21].[OH-].[Na+]>N1C=CC=CC=1>[Cl:1][C:2]1[CH:19]=[CH:18][C:5]([CH2:6][N:7]2[C:15]3[N:14]=[CH:13][NH:12][C:11]=3[C:10](=[S:21])[NH:9][C:8]2=[O:17])=[CH:4][CH:3]=1 |f:2.3|. Reported procedure: 11.06 g of 3-(4-chlorobenzyl)-xanthine and 11.34 g of phosphorus pentasulfide were heated under reflux in 112 ml of pyridine for 4 hours. After cooling to 10° C., 52 ml of 2N NaOH were added over 30 minutes. The mixture was evaporated to dryness, the residue suspended in 120 ml of water and the pH adjusted to 7.5. The solid was collected, redissolved in 150 ml of 1N NaOH, treated with 0.6 g of charcoal, filtered and neutralized to pH 7.0. The solid was collected again to give the title compound ...